The task is: describe an organic reaction: reactants, conditions, products, and yield. This data is from the Open Reaction Database (ORD), a public repository of structured organic reaction records. Starting materials: C(C)(C)(C)OC(=O)N[C@@H](CC1=C(C=C(C=C1C)O)C)C(=O)N[C@H](C)C(=O)NC[C@H](CC1=CC=CC=C1)NC(=O)OC(C)(C)C (N-(tert-butoxycarbonyl)-2,6-dimethyl-L-tyrosyl-N-{(2S)-2-[(tert-butoxycarbonyl)amino]-3-phenylpropyl}-D-alaninamide), C(=O)(C(F)(F)F)O (TFA). Solvent: ClCCl (dichloromethane), CO (methanol). Product: CC1=C(C[C@H](N)C(=O)N[C@H](C)C(=O)NC[C@H](CC2=CC=CC=C2)N)C(=CC(=C1)O)C (2,6-Dimethyl-L-tyrosyl-N-[(2S)-2-amino-3-phenylpropyl]-D-alaninamide). The yield is 98.6%. RXN SMILES: C(OC([NH:8][C@H:9]([C:20]([NH:22][C@@H:23]([C:25]([NH:27][CH2:28][C@@H:29]([NH:37]C(OC(C)(C)C)=O)[CH2:30][C:31]1[CH:36]=[CH:35][CH:34]=[CH:33][CH:32]=1)=[O:26])[CH3:24])=[O:21])[CH2:10][C:11]1[C:16]([CH3:17])=[CH:15][C:14]([OH:18])=[CH:13][C:12]=1[CH3:19])=O)(C)(C)C.C(O)(C(F)(F)F)=O>ClCCl.CO>[CH3:19][C:12]1[CH:13]=[C:14]([OH:18])[CH:15]=[C:16]([CH3:17])[C:11]=1[CH2:10][C@@H:9]([C:20]([NH:22][C@@H:23]([C:25]([NH:27][CH2:28][C@@H:29]([NH2:37])[CH2:30][C:31]1[CH:36]=[CH:35][CH:34]=[CH:33][CH:32]=1)=[O:26])[CH3:24])=[O:21])[NH2:8]. Procedure: N-(tert-butoxycarbonyl)-2,6-dimethyl-L-tyrosyl-N-{(2S)-2-[(tert-butoxycarbonyl)amino]-3-phenylpropyl}-D-alaninamide (6.1 g, 9.1 mmol) was dissolved in 25 mL dichloromethane and 25 mL TFA and stirred at room temperature for 3 h under a nitrogen atmosphere. The mixture was evaporated under reduced pressure to give a yellow gum. The gum was dissolved in 20 mL methanol and split into 4 equal portions. Each was loaded onto a separate 10 g SCX-2 cartridge, pre-wetted with methanol. Each cartridge was ...